describe an organic reaction: reactants, conditions, products, and yield From a dataset of the Open Reaction Database (ORD), a public repository of structured organic reaction records. Reactants: CC(C)(C)c1ccc(S(=O)(=O)C2CCNCC2)cc1, C1COCCO1, CCN(C(C)C)C(C)C, Clc1ccc2ccccc2n1. Product: CC(C)(C)c1ccc(S(=O)(=O)C2CCN(c3ccc4ccccc4n3)CC2)cc1. Reaction SMILES: [C:1]([CH3:2])([CH3:3])([CH3:4])[c:5]1[cH:6][cH:7][c:8]([S:11](=[O:12])(=[O:13])[CH:14]2[CH2:15][CH2:16][NH:17][CH2:18][CH2:19]2)[cH:9][cH:10]1.[CH2:40]1[O:41][CH2:42][CH2:43][O:44][CH2:45]1.[CH:31]([N:32]([CH2:33][CH3:34])[CH:35]([CH3:36])[CH3:37])([CH3:38])[CH3:39].[Cl:20][c:21]1[n:22][c:23]2[cH:24][cH:25][cH:26][cH:27][c:28]2[cH:29][cH:30]1>>[C:1]([CH3:2])([CH3:3])([CH3:4])[c:5]1[cH:6][cH:7][c:8]([S:11](=[O:12])(=[O:13])[CH:14]2[CH2:15][CH2:16][N:17]([c:21]3[n:22][c:23]4[cH:24][cH:25][cH:26][cH:27][c:28]4[cH:29][cH:30]3)[CH2:18][CH2:19]2)[cH:9][cH:10]1. Reaction SMILES: [Br:1][c:2]1[cH:3][cH:4][c:5]([S:8](=[O:9])(=[O:10])[NH:11][CH3:12])[cH:6][cH:7]1.[C:13](#[N:14])[c:15]1[cH:16][cH:17][c:18]([B:21]([OH:22])[OH:23])[n:19]1[CH3:20].[C:26]([P:27]([C:28]([CH3:29])([CH3:30])[CH3:31])[C:32]([CH3:33])([CH3:34])[CH3:35])([CH3:36])([CH3:37])[CH3:38].[F-:24].[K+:25].[O:41]=[C:42]([CH:43]=[CH:44][c:45]1[cH:46][cH:47][cH:48][cH:49][cH:50]1)[CH:51]=[CH:52][c:53]1[cH:54][cH:55][cH:56][cH:57][cH:58]1.[O:59]=[C:60]([CH:61]=[CH:62][c:63]1[cH:64][cH:65][cH:66][cH:67][cH:68]1)[CH:69]=[CH:70][c:71]1[cH:72][cH:73][cH:74][cH:75][cH:76]1.[O:77]=[C:78]([CH:79]=[CH:80][c:81]1[cH:82][cH:83][cH:84][cH:85][cH:86]1)[CH:87]=[CH:88][c:89]1[cH:90][cH:91][cH:92][cH:93][cH:94]1.[Pd:39].[Pd:40]>>[c:2]1(-[c:18]2[cH:17][cH:16][c:15]([C:13]#[N:14])[n:19]2[CH3:20])[cH:3][cH:4][c:5]([S:8](=[O:9])(=[O:10])[NH:11][CH3:12])[cH:6][cH:7]1. The reactants are CNS(=O)(=O)c1ccc(Br)cc1, Cn1c(C#N)ccc1B(O)O, CC(C)(C)P(C(C)(C)C)C(C)(C)C, [F-], [K+], O=C(C=Cc1ccccc1)C=Cc1ccccc1, O=C(C=Cc1ccccc1)C=Cc1ccccc1, O=C(C=Cc1ccccc1)C=Cc1ccccc1, [Pd], [Pd]. Yields the product CNS(=O)(=O)c1ccc(-c2ccc(C#N)n2C)cc1.